From a dataset of the Open Reaction Database (ORD), a public repository of structured organic reaction records. describe an organic reaction: reactants, conditions, products, and yield Yields the product CON1C(c2ccc(Br)cc2)=CC=NC1c1c(F)cccc1F. Starting materials: Fc1cccc(F)c1C1N=CC=C(c2ccc(Br)cc2)N1Cl, CO. As a reaction SMILES: [Br:1][c:2]1[cH:3][cH:4][c:5]([C:8]2=[CH:13][CH:12]=[N:11][CH:10]([c:14]3[c:15]([F:21])[cH:16][cH:17][cH:18][c:19]3[F:20])[N:9]2[Cl:22])[cH:6][cH:7]1.[CH3:23][OH:24]>>[Br:1][c:2]1[cH:3][cH:4][c:5]([C:8]2=[CH:13][CH:12]=[N:11][CH:10]([c:14]3[c:15]([F:21])[cH:16][cH:17][cH:18][c:19]3[F:20])[N:9]2[O:24][CH3:23])[cH:6][cH:7]1.